From a dataset of the Open Reaction Database (ORD), a public repository of structured organic reaction records. describe an organic reaction: reactants, conditions, products, and yield Starting materials: CCCCP(CCCC)CCCC, COC(=O)CCc1ccc(O)cc1C, Cc1ccccc1, CCCCCC, OCc1ccc(-c2ccc(C(F)(F)F)cc2)s1, O=C(N=NC(=O)N1CCCCC1)N1CCCCC1. Yields the product COC(=O)CCc1ccc(OCc2ccc(-c3ccc(C(F)(F)F)cc3)s2)cc1C. As a reaction SMILES: [CH2:32]([P:33]([CH2:34][CH2:35][CH2:36][CH3:37])[CH2:38][CH2:39][CH2:40][CH3:41])[CH2:42][CH2:43][CH3:44].[CH3:18][O:19][C:20]([CH2:21][CH2:22][c:23]1[c:24]([CH3:30])[cH:25][c:26]([OH:29])[cH:27][cH:28]1)=[O:31].[CH3:63][c:64]1[cH:65][cH:66][cH:67][cH:68][cH:69]1.[CH3:70][CH2:71][CH2:72][CH2:73][CH2:74][CH3:75].[F:1][C:2]([c:3]1[cH:4][cH:5][c:6](-[c:9]2[cH:10][cH:11][c:12]([CH2:14][OH:15])[s:13]2)[cH:7][cH:8]1)([F:16])[F:17].[N:45]([C:46]([N:47]1[CH2:48][CH2:49][CH2:50][CH2:51][CH2:52]1)=[O:53])=[N:54][C:55]([N:56]1[CH2:57][CH2:58][CH2:59][CH2:60][CH2:61]1)=[O:62]>>[F:1][C:2]([c:3]1[cH:4][cH:5][c:6](-[c:9]2[cH:10][cH:11][c:12]([CH2:14][O:15][c:26]3[cH:25][c:24]([CH3:30])[c:23]([CH2:22][CH2:21][C:20]([O:19][CH3:18])=[O:31])[cH:28][cH:27]3)[s:13]2)[cH:7][cH:8]1)([F:16])[F:17]. Starting materials: NN1C(C2=CC=CC=C2C(=N1)SC1=CC=C(C=C1)Br)=O (2-amino-4-(4-bromophenylthio)phthalazin-1(2H)-one), ClC1=CC=C(C=C1)CC(=O)Cl (2-(4-chlorophenyl)acetyl chloride). Yields the product BrC1=CC=C(C=C1)SC1=NN(C(C2=CC=CC=C12)=O)NC(CC1=CC=C(C=C1)Cl)=O (N-{4-[(4-bromophenyl)sulfanyl]-1-oxophthalazin-2(1H)-yl}-2-(4-chlorophenyl)acetamide). RXN SMILES: [NH2:1][N:2]1[N:11]=[C:10]([S:12][C:13]2[CH:18]=[CH:17][C:16]([Br:19])=[CH:15][CH:14]=2)[C:9]2[C:4](=[CH:5][CH:6]=[CH:7][CH:8]=2)[C:3]1=[O:20].[Cl:21][C:22]1[CH:27]=[CH:26][C:25]([CH2:28][C:29](Cl)=[O:30])=[CH:24][CH:23]=1>>[Br:19][C:16]1[CH:17]=[CH:18][C:13]([S:12][C:10]2[C:9]3[C:4](=[CH:5][CH:6]=[CH:7][CH:8]=3)[C:3](=[O:20])[N:2]([NH:1][C:29](=[O:30])[CH2:28][C:25]3[CH:26]=[CH:27][C:22]([Cl:21])=[CH:23][CH:24]=3)[N:11]=2)=[CH:14][CH:15]=1. Procedure details: The product from Example 195B and 2-(4-chlorophenyl)acetyl chloride were processed using a method similar to that described in Example 4C to afford the title compound. 1H NMR (500 MHz, DMSO-d6) δ 11.70 (s, 1H), 8.34 (d, J=7.1, 1H), 8.08-8.03 (m, 1H), 8.03-7.98 (m, 1H), 7.97-7.92 (m, 1H), 7.56 (d, J=8.6, 2H), 7.44-7.36 (m, 4H), 7.35-7.31 (m, 2H), 3.67 (s, 2H); MS (DCI+) M/Z 519 (M+NH4)+. Starting materials: CI (Methyl iodide), FC=1C=CC=C2C=3C(CCCC3NC12)=O (8-fluoro-1,2,3,9-tetrahydro-4H -carbazol-4-one), [H-].[Na+] (sodium hydride). Solvent: C1CCOC1 (THF), C1CCOC1 (THF), [Cl-].[Na+].O (brine). Reaction conditions: time 1 hour. Yields the product FC=1C=CC=C2C=3C(CCCC3N(C12)C)=O (8-Fluoro-9-methyl-1,2,3,9tetrahydro-4H-carbazol-4-one). RXN SMILES: [H-].[Na+].[F:3][C:4]1[CH:5]=[CH:6][CH:7]=[C:8]2[C:16]=1[NH:15][C:14]1[CH2:13][CH2:12][CH2:11][C:10](=[O:17])[C:9]2=1.[CH3:18]I>C1COCC1.[Cl-].[Na+].O>[F:3][C:4]1[CH:5]=[CH:6][CH:7]=[C:8]2[C:16]=1[N:15]([CH3:18])[C:14]1[CH2:13][CH2:12][CH2:11][C:10](=[O:17])[C:9]2=1 |f:0.1,5.6.7|. Procedure: To a suspension of sodium hydride (80% dispersion in oil; 1.15 g) in dry THF (50 ml) under nitrogen was added 8-fluoro-1,2,3,9-tetrahydro-4H -carbazol-4-one (6.5 g) in dry THF (50 ml), and the mixture was stirred for 1 h. Methyl iodide (4.1 ml) was added, and the mixture was stirred for 3 h. The mixture was then poured into brine (300 ml) and extracted with ether (2×300 ml). The combined, dried organic extracts were evaporated in vacuo to give the title compound (5.77 g), m.p. 126°-128°. Run in CCCCC (pentane), CCOCC (ether), CCOCC (ether). RXN SMILES: [C:1]1([CH2:7][CH2:8][CH2:9]Br)[CH:6]=[CH:5][CH:4]=[CH:3][CH:2]=1.C([Li])(C)(C)C.[CH2:16]([O:23][C:24]1[CH:31]=[CH:30][C:27]([CH:28]=[O:29])=[CH:26][C:25]=1[O:32][CH3:33])[C:17]1[CH:22]=[CH:21][CH:20]=[CH:19][CH:18]=1>CCOCC.CCCCC>[CH2:16]([O:23][C:24]1[CH:31]=[CH:30][C:27]([CH:28]([OH:29])[CH2:9][CH2:8][CH2:7][C:1]2[CH:6]=[CH:5][CH:4]=[CH:3][CH:2]=2)=[CH:26][C:25]=1[O:32][CH3:33])[C:17]1[CH:18]=[CH:19][CH:20]=[CH:21][CH:22]=1. The product is C(C1=CC=CC=C1)OC1=C(C=C(C(CCCC2=CC=CC=C2)O)C=C1)OC (4-(benzyloxy)-3-methoxy-α-(3-phenylpropyl)benzyl alcohol). Reported procedure: A solution of 20.0 g of 3-phenylpropyl bromide in 300 ml of ether is treated at -60° while stirring within 15 minutes with a solution of 71.8 ml of tert.butyllithium (1.4 molar) in pentane. After 10 minutes there is added dropwise at this temperature within 15 minutes a solution of 22.14 g of vanillin benzyl ether in 200 ml of ether, whereupon the mixture is stirred for an additional 2 hours. The mixture is poured into 11 of ice-water and extracted three times with 500 ml of ethyl acetate each t... Starting materials: C(C)(C)(C)[Li] (tert.butyllithium), C(C1=CC=CC=C1)OC1=C(C=C(C=O)C=C1)OC (vanillin benzyl ether), ice water, C1(=CC=CC=C1)CCCBr (3-phenylpropyl bromide). Run at time 2 hour. Starting materials: C(C)OC(=O)C1=C(N(C2=CC=C(C=C12)O)C1=CC(=CC=C1)Cl)CC(=O)OCC (1-(3-Chlorophenyl)-2-ethoxycarbonylmethyl-5-hydroxyindole-3-carboxylic acid ethyl ester), FC(C=1C=C(C=CC1)B(O)O)(F)F (3-trifluoromethylphenylboronic acid). The product is C(C)OC(=O)C1=C(N(C2=CC=C(C=C12)OC1=CC(=CC=C1)C(F)(F)F)C1=CC(=CC=C1)Cl)CC(=O)OCC (1-(3-chlorophenyl)-2-ethoxycarbonylmethyl-5-(3-trifluoromethylphenoxy)indole-3-carboxylic acid ethyl ester). Reaction SMILES: [CH2:1]([O:3][C:4]([C:6]1[C:14]2[C:9](=[CH:10][CH:11]=[C:12]([OH:15])[CH:13]=2)[N:8]([C:16]2[CH:21]=[CH:20][CH:19]=[C:18]([Cl:22])[CH:17]=2)[C:7]=1[CH2:23][C:24]([O:26][CH2:27][CH3:28])=[O:25])=[O:5])[CH3:2].[F:29][C:30]([F:41])([F:40])[C:31]1[CH:32]=[C:33](B(O)O)[CH:34]=[CH:35][CH:36]=1>>[CH2:1]([O:3][C:4]([C:6]1[C:14]2[C:9](=[CH:10][CH:11]=[C:12]([O:15][C:35]3[CH:34]=[CH:33][CH:32]=[C:31]([C:30]([F:41])([F:40])[F:29])[CH:36]=3)[CH:13]=2)[N:8]([C:16]2[CH:21]=[CH:20][CH:19]=[C:18]([Cl:22])[CH:17]=2)[C:7]=1[CH2:23][C:24]([O:26][CH2:27][CH3:28])=[O:25])=[O:5])[CH3:2]. Procedure: The sub-title compound was prepared in accordance with step (c) Example 1 from 1-(3-chlorophenyl)-2-ethoxycarbonylmethyl-5-hydroxyindole-3-carboxylic acid ethyl ester (135 mg, 0.34 mmol, see step (b) Example 8) and 3-trifluoromethylphenylboronic acid (96 mg, 0.50 mmol). Yield 110 mg (60%). Reactants: CCCCCCC[N+](CCCCCCC)(CCCCCCC)CCCCCCC, CO, [OH-], C=CC(=O)O. Product: CCCCCCC[N+](CCCCCCC)(CCCCCCC)CCCCCCC, C=CC(=O)[O-]. Reaction SMILES: [CH2:2]([CH2:3][CH2:4][CH2:5][CH2:6][CH2:7][CH3:8])[N+:9]([CH2:10][CH2:11][CH2:12][CH2:13][CH2:14][CH2:15][CH3:16])([CH2:17][CH2:18][CH2:19][CH2:20][CH2:21][CH2:22][CH3:23])[CH2:24][CH2:25][CH2:26][CH2:27][CH2:28][CH2:29][CH3:30].[CH3:36][OH:37].[OH-:1].[OH:31][C:32](=[O:33])[CH:34]=[CH2:35]>>[CH2:2]([CH2:3][CH2:4][CH2:5][CH2:6][CH2:7][CH3:8])[N+:9]([CH2:10][CH2:11][CH2:12][CH2:13][CH2:14][CH2:15][CH3:16])([CH2:17][CH2:18][CH2:19][CH2:20][CH2:21][CH2:22][CH3:23])[CH2:24][CH2:25][CH2:26][CH2:27][CH2:28][CH2:29][CH3:30].[O:31]=[C:32]([O-:33])[CH:34]=[CH2:35]. The reactants are FC1=CC=C2C(C(C=NC2=C1F)C(=O)OCC)=O (ethyl 7,8-difluoro-4-oxoquinoline-3-carboxylate), P(=O)(Cl)(Cl)Cl (phosphorus oxychloride). Run at temperature 95 celsius. The product is ClC1=C(C=NC2=C(C(=CC=C12)F)F)C(=O)OCC (ethyl 4-chloro-7,8-difluoroquinoline-3-carboxylate). Yield: 97.9%. As a reaction SMILES: [F:1][C:2]1[C:11]([F:12])=[C:10]2[C:5]([C:6](=O)[CH:7]([C:13]([O:15][CH2:16][CH3:17])=[O:14])[CH:8]=[N:9]2)=[CH:4][CH:3]=1.P(Cl)(Cl)([Cl:21])=O>>[Cl:21][C:6]1[C:5]2[C:10](=[C:11]([F:12])[C:2]([F:1])=[CH:3][CH:4]=2)[N:9]=[CH:8][C:7]=1[C:13]([O:15][CH2:16][CH3:17])=[O:14]. Procedure details: A suspension of 26 g of ethyl 7,8-difluoro-4-oxoquinoline-3-carboxylate in 212 g of phosphorus oxychloride was heated at 95° C. for 4 hours, with stirring. After treatment, 27.3 g of ethyl 4-chloro-7,8-difluoroquinoline-3-carboxylate was obtained in the form of a white solid, which melted at 114° C.